Dataset: the Open Reaction Database (ORD), a public repository of structured organic reaction records. Task: describe an organic reaction: reactants, conditions, products, and yield Starting materials: CS(=O)(=O)NC1CCCCC1Nc1nc(Cl)ncc1Cl, COc1cc2c(cc1Nc1ncc(Cl)c(NC3CCCCC3NS(C)(=O)=O)n1)CCN(CC(=O)N(C)C)CC2. The product is CNC(=O)CN1CCc2cc(Nc3ncc(Cl)c(NC4CCCCC4NS(C)(=O)=O)n3)c(OC)cc2CC1. As a reaction SMILES: [Cl:1][c:2]1[n:3][c:4]([NH:5][CH:6]2[CH2:7][CH2:8][CH2:9][CH2:10][CH:11]2[NH:12][S:13]([CH3:14])(=[O:15])=[O:16])[c:17]([Cl:18])[cH:19][n:20]1.[Cl:21][c:22]1[c:23]([NH:48][CH:49]2[CH:50]([NH:55][S:56](=[O:57])(=[O:58])[CH3:59])[CH2:51][CH2:52][CH2:53][CH2:54]2)[n:24][c:25]([NH:28][c:29]2[cH:30][c:31]3[c:32]([cH:44][c:45]2[O:46][CH3:47])[CH2:33][CH2:34][N:35]([CH2:38][C:39](=[O:40])[N:41]([CH3:42])[CH3:43])[CH2:36][CH2:37]3)[n:26][cH:27]1>>[Cl:21][c:22]1[c:23]([NH:48][CH:49]2[CH:50]([NH:55][S:56](=[O:57])(=[O:58])[CH3:59])[CH2:51][CH2:52][CH2:53][CH2:54]2)[n:24][c:25]([NH:28][c:29]2[cH:30][c:31]3[c:32]([cH:44][c:45]2[O:46][CH3:47])[CH2:33][CH2:34][N:35]([CH2:38][C:39](=[O:40])[NH:41][CH3:42])[CH2:36][CH2:37]3)[n:26][cH:27]1.